From a dataset of the Open Reaction Database (ORD), a public repository of structured organic reaction records. describe an organic reaction: reactants, conditions, products, and yield Reactants: CC#N, CCOC(C)=O, CC(C)c1c(C(=O)N(C)Cc2cccc(F)c2)nn(-c2ccc(F)cc2)c1CCC(O)CC(O)CC(=O)O, O=C(O)C(F)(F)F, [Na]. Product: CC(C)c1c(C(=O)N(C)Cc2cccc(F)c2)nn(-c2ccc(F)cc2)c1CCC1CC(O)CC(=O)O1. RXN SMILES: [CH3:47][C:48]#[N:49].[CH3:50][CH2:51][O:52][C:53]([CH3:54])=[O:55].[F:2][c:3]1[cH:4][c:5]([CH2:6][N:7]([C:8](=[O:9])[c:10]2[c:11]([CH:33]([CH3:34])[CH3:35])[c:12]([CH2:22][CH2:23][CH:24]([CH2:25][CH:26]([CH2:27][C:28](=[O:29])[OH:30])[OH:31])[OH:32])[n:13](-[c:15]3[cH:16][cH:17][c:18]([F:21])[cH:19][cH:20]3)[n:14]2)[CH3:36])[cH:37][cH:38][cH:39]1.[F:40][C:41]([F:42])([F:43])[C:44]([OH:45])=[O:46].[Na:1]>>[F:2][c:3]1[cH:4][c:5]([CH2:6][N:7]([C:8](=[O:9])[c:10]2[c:11]([CH:33]([CH3:34])[CH3:35])[c:12]([CH2:22][CH2:23][CH:24]3[CH2:25][CH:26]([OH:31])[CH2:27][C:28](=[O:30])[O:32]3)[n:13](-[c:15]3[cH:16][cH:17][c:18]([F:21])[cH:19][cH:20]3)[n:14]2)[CH3:36])[cH:37][cH:38][cH:39]1. The reactants are C(CCCC)OC1=CC=C(C(=O)NCC(=O)C2=CC=C(C=C2)Br)C=C1 (2-(4-pentyloxybenzamido)-4′-bromoacetophenone), P12(=S)SP3(=S)SP(=S)(S1)SP(=S)(S2)S3 (phosphorus pentasulfide), C(O)([O-])=O.[Na+] (sodium hydrogen carbonate). Run in O1CCCC1 (tetrahydrofuran). Run at time 1.5 hour. The product is C(CCCC)OC1=CC=C(C=C1)C=1SC(=CN1)C1=CC=C(C=C1)Br (2-(4-pentyloxyphenyl)-5-(4-bromophenyl)thiazole). The yield is 105.5%. Reaction SMILES: [CH2:1]([O:6][C:7]1[CH:25]=[CH:24][C:10]([C:11]([NH:13][CH2:14][C:15]([C:17]2[CH:22]=[CH:21][C:20]([Br:23])=[CH:19][CH:18]=2)=O)=O)=[CH:9][CH:8]=1)[CH2:2][CH2:3][CH2:4][CH3:5].P12(SP3(SP(SP(S3)(S1)=S)(=S)S2)=S)=[S:27].C(=O)([O-])O.[Na+]>O1CCCC1>[CH2:1]([O:6][C:7]1[CH:25]=[CH:24][C:10]([C:11]2[S:27][C:15]([C:17]3[CH:22]=[CH:21][C:20]([Br:23])=[CH:19][CH:18]=3)=[CH:14][N:13]=2)=[CH:9][CH:8]=1)[CH2:2][CH2:3][CH2:4][CH3:5] |f:2.3|. Procedure: To a solution of 2-(4-pentyloxybenzamido)-4′-bromoacetophenone (3.39 g) in tetrahydrofuran (34 ml) was added phosphorus pentasulfide (2.43 g), and refluxed for 30 minutes. The reaction mixture was cooled, and poured into saturated sodium hydrogen carbonate aqueous solution (400 ml), and stirred for 1.5 hours. The resulting precipitate was collected by filtration to give 2-(4-pentyloxyphenyl)-5-(4-bromophenyl)thiazole (2.32 g). The reactants are ClC1=C(C=CC=C1)C=1C(N(C(N(C1C)CC1=C(C=CC=C1C(F)(F)F)F)=O)C[C@@H](C1=CC=CC=C1)N)=O (5-(2-chlorophenyl)-1-[2-fluoro-6-(trifluoromethyl)benzyl]-6-methyl-3-[2(R)-amino-2-phenylethyl]-pyrimidine-2,4(1H,3H)dione), C(CC(=O)O)C=O (succinic semialdehyde), N1=CC=CC=C1 (Pyridine). Solvent: CO (MeOH). Run at time 8 hour. The product is OC(=O)CCCN[C@@H](CN1C(N(C(=C(C1=O)C1=C(C=CC=C1)Cl)C)CC1=C(C=CC=C1C(F)(F)F)F)=O)C1=CC=CC=C1 (3-[2(R)-{hydroxycarbonylpropyl-amino}-2-phenylethyl]-5-(2-chlorophenyl)-1-[2-fluoro-6-(trifluoromethyl)benzyl]-6-methyl-pyrimidine-2,4(1H,3H)-dione). Reaction SMILES: [Cl:1][C:2]1[CH:7]=[CH:6][CH:5]=[CH:4][C:3]=1[C:8]1[C:9](=[O:37])[N:10]([CH2:28][C@H:29]([NH2:36])[C:30]2[CH:35]=[CH:34][CH:33]=[CH:32][CH:31]=2)[C:11](=[O:27])[N:12]([CH2:15][C:16]2[C:21]([C:22]([F:25])([F:24])[F:23])=[CH:20][CH:19]=[CH:18][C:17]=2[F:26])[C:13]=1[CH3:14].[CH2:38]([CH:43]=O)[CH2:39][C:40]([OH:42])=[O:41].N1C=CC=CC=1>CO>[OH:42][C:40]([CH2:39][CH2:38][CH2:43][NH:36][C@H:29]([C:30]1[CH:35]=[CH:34][CH:33]=[CH:32][CH:31]=1)[CH2:28][N:10]1[C:9](=[O:37])[C:8]([C:3]2[CH:4]=[CH:5][CH:6]=[CH:7][C:2]=2[Cl:1])=[C:13]([CH3:14])[N:12]([CH2:15][C:16]2[C:21]([C:22]([F:25])([F:23])[F:24])=[CH:20][CH:19]=[CH:18][C:17]=2[F:26])[C:11]1=[O:27])=[O:41]. Reported procedure: To compound 2b (0.03 mmol) in 1 mL MeOH, succinic semialdehyde (0.03 mmol) was added followed by addition of 8 M BH3:Pyridine (0.03 mmol). After overnight shaking, the compound 2-1 was purified by prep. LC-MS. MS (CI) m/z 618.2 (MH+) tR=1.005 (method 1) The reactants are BrC=1C=C(C=CC1)C1C(=C(NC(N1)=O)C)C#N (6-(3-bromophenyl)-5-cyano-3,6-dihydro-4-methyl-2-oxo-(2H)-pyrimidine), N1=CC=C(C=C1)B(O)O (pyridine-4-boronic acid), C([O-])([O-])=O.[K+].[K+] (potassium carbonate). The solvent is CN(C)C=O (DMF). Reaction conditions: temperature 95 celsius, time 10 minute. Yields the product C(#N)C1=C(NC(NC1C1=CC(=CC=C1)C1=CC=NC=C1)=O)C (5-cyano-3,6-dihydro-4-methyl-2-oxo-6-(3-(4-pyridyl)phenyl)-(2H)-pyrimidine), 1.6. Reaction SMILES: Br[C:2]1[CH:3]=[C:4]([CH:8]2[NH:13][C:12](=[O:14])[NH:11][C:10]([CH3:15])=[C:9]2[C:16]#[N:17])[CH:5]=[CH:6][CH:7]=1.[N:18]1[CH:23]=[CH:22][C:21](B(O)O)=[CH:20][CH:19]=1.C(=O)([O-])[O-].[K+].[K+]>CN(C=O)C>[C:16]([C:9]1[CH:8]([C:4]2[CH:5]=[CH:6][CH:7]=[C:2]([C:21]3[CH:22]=[CH:23][N:18]=[CH:19][CH:20]=3)[CH:3]=2)[NH:13][C:12](=[O:14])[NH:11][C:10]=1[CH3:15])#[N:17] |f:2.3.4|. Procedure: A mixture of 6-(3-bromophenyl)-5-cyano-3,6-dihydro-4-methyl-2-oxo-(2H)-pyrimidine (1.62 g, 5.5 mmol), pyridine-4-boronic acid (0.75 g, 6.1 mmol), potassium carbonate (2.28 g, 16.5 mmol) and DMF (10 mL) was flushed with nitrogen gas several times before [1,1′-bis(diphenylphsophino)ferrocene]dichloropalladium (50 mg) was introduced. The reaction mixture was heated at 95° C. under nitrogen for 64 h, cooled to room temperature and filtered through Celite. The filtrate was diluted with MeOH and stirr... Starting materials: C([O-])([O-])=O.[Cs+].[Cs+] (cesium carbonate), BrCC=1SC2=C(N1)C=CC=C2 (2-bromomethylbenzothiazole), C([O-])([O-])=O.[Cs+].[Cs+] (cesium carbonate), NC1=CC=C(C=C1)O (4-aminophenol). The solvent is CC(=O)C (acetone). Conditions: time 8.5 hour. Product: S1C(=NC2=C1C=CC=C2)COC2=CC=C(N)C=C2 (4-(Benzothiazol-2-ylmethoxy)aniline). Yield: 52.4%. RXN SMILES: Br[CH2:2][C:3]1[S:4][C:5]2[CH:11]=[CH:10][CH:9]=[CH:8][C:6]=2[N:7]=1.C(=O)([O-])[O-].[Cs+].[Cs+].[NH2:18][C:19]1[CH:24]=[CH:23][C:22]([OH:25])=[CH:21][CH:20]=1>CC(C)=O>[S:4]1[C:5]2[CH:11]=[CH:10][CH:9]=[CH:8][C:6]=2[N:7]=[C:3]1[CH2:2][O:25][C:22]1[CH:23]=[CH:24][C:19]([NH2:18])=[CH:20][CH:21]=1 |f:1.2.3|. Procedure: 4.56 g of 2-bromomethylbenzothiazole and 3.25 g of cesium carbonate were added to a solution of 2.17 g of 4-aminophenol in 70 ml of acetone, and the resulting mixture was stirred at room temperature for 8.5 hours, after which a further 3.25 g of cesium carbonate were added and the reaction mixture was stirred at room temperature for a further 4 hours. The reaction mixture was then filtered and the filtrate was concentrated by evaporation under reduced pressure. The resulting crude crystalline so... Reactants: CC1=CC=C(C=C1)S(=O)(=O)OC[C@H](C1CC1)C1=CC=C(C=C1)Cl ((2R)-2-(4-chlorophenyl)-2-cyclopropylethyl 4-methylbenzenesulfonate), [C-]#N.[Na+] (NaCN). Solvent: CS(=O)C (dimethyl sulfoxide). Reaction conditions: temperature 90 celsius. The product is ClC1=CC=C(C=C1)[C@H](CC#N)C1CC1 ((3R)-3-(4-chlorophenyl)-3-cyclopropylpropanenitrile). Yield: 87.3%. RXN SMILES: CC1C=CC(S(O[CH2:12][C@@H:13]([C:17]2[CH:22]=[CH:21][C:20]([Cl:23])=[CH:19][CH:18]=2)[CH:14]2[CH2:16][CH2:15]2)(=O)=O)=CC=1.[C-:24]#[N:25].[Na+]>CS(C)=O>[Cl:23][C:20]1[CH:19]=[CH:18][C:17]([C@@H:13]([CH:14]2[CH2:15][CH2:16]2)[CH2:12][C:24]#[N:25])=[CH:22][CH:21]=1 |f:1.2|. Reported procedure: A mixture of (2R)-2-(4-chlorophenyl)-2-cyclopropylethyl 4-methylbenzenesulfonate (11.00 g, 31.3 mmol) and NaCN (4.62 g, 94.3 mmol) in dimethyl sulfoxide (100 ml) is heated at to 90° C. for 3 hours. The dimethyl sulfoxide was removed in vacuo and the resulting mixture is partitioned between water (200 ml) and diethyl ether (200 ml). The organic layer is dried over anhydrous sodium sulfate and concentrated in vacuo. The residue chromatographed on silica gel eluting with ether:hexane (25:75) to aff... The product is C[C@@H]1CCN(C[C@@H]1N(C)C2=C3C=CNC3=NC=N2)C(=O)CC#N.Cl (tofacitinib hydrochloride). Reactants: C(C)(=O)OCC (Ethyl acetate), Cl (hydrogen chloride), O1CCOCC1 (1,4-dioxane), C[C@@H]1CCN(C[C@@H]1N(C)C2=C3C=CNC3=NC=N2)C(=O)CC#N (tofacitinib), C(C)(=O)OCC (ethyl acetate). Reaction conditions: temperature 24 celsius, time 3 hour. Procedure details: A solution of 4M hydrogen chloride in 1,4-dioxane (g, 2.353 mmol) was added to a suspension of tofacitinib free base (0.7 g, 2.24 mmol) in N,N-dimethylformamide (3 mL). The clear solution was stirred at 23 to 25° C. (3 hours) without any solid formation. Ethyl acetate (2 mL) was added and the resulting turbid solution was stirred at room temperature (16 hours) resulting in the formation of a white suspension. An additional portion (5 mL) of ethyl acetate was added and stirring was continued at 2... RXN SMILES: [ClH:1].O1CCOCC1.[CH3:8][C@H:9]1[C@@H:14]([N:15]([C:17]2[N:25]=[CH:24][N:23]=[C:22]3[C:18]=2[CH:19]=[CH:20][NH:21]3)[CH3:16])[CH2:13][N:12]([C:26]([CH2:28][C:29]#[N:30])=[O:27])[CH2:11][CH2:10]1.C(OCC)(=O)C>CN(C)C=O>[CH3:8][C@H:9]1[C@@H:14]([N:15]([C:17]2[N:25]=[CH:24][N:23]=[C:22]3[C:18]=2[CH:19]=[CH:20][NH:21]3)[CH3:16])[CH2:13][N:12]([C:26]([CH2:28][C:29]#[N:30])=[O:27])[CH2:11][CH2:10]1.[ClH:1] |f:5.6|. The solvent is CN(C=O)C (N,N-dimethylformamide). Reactants: C1CNCCN1, CC(C)CCNC(=O)c1ccc(Cl)nn1, CC#N. Yields the product CC(C)CCNC(=O)c1ccc(N2CCNCC2)nn1. RXN SMILES: [CH2:16]1[CH2:17][NH:18][CH2:19][CH2:20][NH:21]1.[CH3:1][CH:2]([CH2:3][CH2:4][NH:5][C:6](=[O:7])[c:8]1[n:9][n:10][c:11]([Cl:14])[cH:12][cH:13]1)[CH3:15].[CH3:22][C:23]#[N:24]>>[CH3:1][CH:2]([CH2:3][CH2:4][NH:5][C:6](=[O:7])[c:8]1[n:9][n:10][c:11]([N:18]2[CH2:17][CH2:16][NH:21][CH2:20][CH2:19]2)[cH:12][cH:13]1)[CH3:15]. Reactants: CC1(NC(C(N1CCOCCOCCOCCOCCOCCOCCOCCOCCOCCOCCOCCOCCOCCOCCOCCOCCOCCOCCOCCOCCOCCOCCOCCOCCOCCOCCOCCOCCOCCOCCOCCOCCOCCOCCOCCOCCOCCOCCOC)=O)(C)C)C (2,2,5,5-tetramethyl-3-(2,5,8,11,14,17,20,23,26,29,32,35,38,41,44,47,50,53,56,59,62,65,68,71,74,77,80,83,86,89,92,95,98,101,104,107,110,113,116-nonatriacontaoxaoctadecahectan-118-yl)imidazolidin-4-one), C(C)(C)(C)OCl (tert-butylhypochlorite). The solvent is CO (methanol). Conditions: temperature 0 celsius, time 1 hour. Product: ClN1C(N(C(C1(C)C)=O)CCOCCOCCOCCOCCOCCOCCOCCOCCOCCOCCOCCOCCOCCOCCOCCOCCOCCOCCOCCOCCOCCOCCOCCOCCOCCOCCOCCOCCOCCOCCOCCOCCOCCOCCOCCOCCOCCOCCOC)(C)C (1-chloro-2,2,5,5-tetramethyl-3-(2,5,8,11,14,17,20,23,26,29,32,35,38,41,44,47,50,53,56,59,62,65,68,71,74,77,80,83,86,89,92,95,98,101,104,107,110,113,116-nonatriacontaoxaoctadecahectan-118-yl)imidazolidin-4-one). The yield is 58.0%. Reaction SMILES: [CH3:1][C:2]1([CH3:128])[N:6]([CH2:7][CH2:8][O:9][CH2:10][CH2:11][O:12][CH2:13][CH2:14][O:15][CH2:16][CH2:17][O:18][CH2:19][CH2:20][O:21][CH2:22][CH2:23][O:24][CH2:25][CH2:26][O:27][CH2:28][CH2:29][O:30][CH2:31][CH2:32][O:33][CH2:34][CH2:35][O:36][CH2:37][CH2:38][O:39][CH2:40][CH2:41][O:42][CH2:43][CH2:44][O:45][CH2:46][CH2:47][O:48][CH2:49][CH2:50][O:51][CH2:52][CH2:53][O:54][CH2:55][CH2:56][O:57][CH2:58][CH2:59][O:60][CH2:61][CH2:62][O:63][CH2:64][CH2:65][O:66][CH2:67][CH2:68][O:69][CH2:70][CH2:71][O:72][CH2:73][CH2:74][O:75][CH2:76][CH2:77][O:78][CH2:79][CH2:80][O:81][CH2:82][CH2:83][O:84][CH2:85][CH2:86][O:87][CH2:88][CH2:89][O:90][CH2:91][CH2:92][O:93][CH2:94][CH2:95][O:96][CH2:97][CH2:98][O:99][CH2:100][CH2:101][O:102][CH2:103][CH2:104][O:105][CH2:106][CH2:107][O:108][CH2:109][CH2:110][O:111][CH2:112][CH2:113][O:114][CH2:115][CH2:116][O:117][CH2:118][CH2:119][O:120][CH2:121][CH2:122][O:123][CH3:124])[C:5](=[O:125])[C:4]([CH3:127])([CH3:126])[NH:3]1.C(O[Cl:134])(C)(C)C>CO>[Cl:134][N:3]1[C:4]([CH3:127])([CH3:126])[C:5](=[O:125])[N:6]([CH2:7][CH2:8][O:9][CH2:10][CH2:11][O:12][CH2:13][CH2:14][O:15][CH2:16][CH2:17][O:18][CH2:19][CH2:20][O:21][CH2:22][CH2:23][O:24][CH2:25][CH2:26][O:27][CH2:28][CH2:29][O:30][CH2:31][CH2:32][O:33][CH2:34][CH2:35][O:36][CH2:37][CH2:38][O:39][CH2:40][CH2:41][O:42][CH2:43][CH2:44][O:45][CH2:46][CH2:47][O:48][CH2:49][CH2:50][O:51][CH2:52][CH2:53][O:54][CH2:55][CH2:56][O:57][CH2:58][CH2:59][O:60][CH2:61][CH2:62][O:63][CH2:64][CH2:65][O:66][CH2:67][CH2:68][O:69][CH2:70][CH2:71][O:72][CH2:73][CH2:74][O:75][CH2:76][CH2:77][O:78][CH2:79][CH2:80][O:81][CH2:82][CH2:83][O:84][CH2:85][CH2:86][O:87][CH2:88][CH2:89][O:90][CH2:91][CH2:92][O:93][CH2:94][CH2:95][O:96][CH2:97][CH2:98][O:99][CH2:100][CH2:101][O:102][CH2:103][CH2:104][O:105][CH2:106][CH2:107][O:108][CH2:109][CH2:110][O:111][CH2:112][CH2:113][O:114][CH2:115][CH2:116][O:117][CH2:118][CH2:119][O:120][CH2:121][CH2:122][O:123][CH3:124])[C:2]1([CH3:128])[CH3:1]. Reported procedure: To a 0° C. solution of 2,2,5,5-tetramethyl-3-(2,5,8,11,14,17,20,23,26,29,32,35,38,41,44,47,50,53,56,59,62,65,68,71,74,77,80,83,86,89,92,95,98,101,104,107,110,113,116-nonatriacontaoxaoctadecahectan-118-yl)imidazolidin-4-one (1.42 g, 0.7 mmol) in methanol (150 ml) was added tert-butylhypochlorite (209 mg, 1.9 mmol). The mixture was stirred for 1 hour at 0° C. The reaction mixture was concentrated in vacuo, and crude material is purified by silica gel flash chromatography (0 to 10% methanol in dich... Reactants: C(C1=CC=CC=C1)(=O)Cl (benzoyl chloride), C1(CC1)C1=NC(=NO1)C=1N=CN2C1CNC1=C(C=CC=C21)F (3-(5-Cyclopropyl-1,2,4-oxadiazol-3-yl)-6-fluoro-4,5-dihydroimidazo[1,5-a]quinoxaline), C(C)(C)N(CC)C(C)C (diisopropylethylamine), CN(C)C1=NC=CC=C1 (dimethylaminopyridine), C(C1=CC=CC=C1)(=O)Cl (benzoyl chloride). Solvent: C1CCOC1 (THF). Run at time 5 hour. Yields the product C(C1=CC=CC=C1)(=O)N1CC=2N(C3=CC=CC(=C13)F)C=NC2C2=NOC(=N2)C2CC2 (5-Benzoyl-3-(5-cyclopropyl-1,2,4-oxadiazol-3-yl)-6-fluoro-4,5-dihydroimidazo[1,5-a]quinoxaline). Reaction SMILES: [CH:1]1([C:4]2[O:8][N:7]=[C:6]([C:9]3[N:10]=[CH:11][N:12]4[C:21]5[C:16](=[C:17]([F:22])[CH:18]=[CH:19][CH:20]=5)[NH:15][CH2:14][C:13]=34)[N:5]=2)[CH2:3][CH2:2]1.C(N(C(C)C)CC)(C)C.CN(C1C=CC=CN=1)C.[C:41](Cl)(=[O:48])[C:42]1[CH:47]=[CH:46][CH:45]=[CH:44][CH:43]=1>C1COCC1>[C:41]([N:15]1[C:16]2[C:21](=[CH:20][CH:19]=[CH:18][C:17]=2[F:22])[N:12]2[CH:11]=[N:10][C:9]([C:6]3[N:5]=[C:4]([CH:1]4[CH2:3][CH2:2]4)[O:8][N:7]=3)=[C:13]2[CH2:14]1)(=[O:48])[C:42]1[CH:47]=[CH:46][CH:45]=[CH:44][CH:43]=1. Procedure details: To 3-(5-cyclopropyl-1,2,4-oxadiazol-3-yl)-6-fluoro-4,5-dihydroimidazo[1,5-a]quinoxaline (XXXIII, EXAMPLE 103, 0.438 g), diisopropylethylamine (0.26 ml), and dimethylaminopyridine (0.018 g) in THF (20 ml) is added benzoyl chloride (0.19 ml). After stirring for 5 hr, additional benzoyl chloride (0.20 ml) is added. The reaction is stirred at 20°-25° for 2 hr, then stored over the weekend in the freezer. It is then stirred again at 20°-25° for 24 hr, after which the THF solvent is removed under redu...